The task is: describe an organic reaction: reactants, conditions, products, and yield. This data is from the Open Reaction Database (ORD), a public repository of structured organic reaction records. The reactants are BrC=1C=C(C(=O)OC)C=CC1 (methyl 3-bromobenzoate), Cl (HCl), C(C)#N (Acetonitrile), [H-].[Na+] (NaH). Solvent: C1CCOC1 (THF), O (water). Conditions: temperature 75 celsius. Product: BrC=1C=C(C=CC1)C(CC#N)=O (3-(3-bromophenyl)-3-oxopropanenitrile). Isolated yield 92.1%. Reaction SMILES: [C:1](#[N:3])[CH3:2].[H-].[Na+].[Br:6][C:7]1[CH:8]=[C:9]([CH:14]=[CH:15][CH:16]=1)[C:10](OC)=[O:11].Cl>C1COCC1.O>[Br:6][C:7]1[CH:8]=[C:9]([C:10](=[O:11])[CH2:2][C:1]#[N:3])[CH:14]=[CH:15][CH:16]=1 |f:1.2|. Procedure: Acetonitrile (21.86 mL, 419 mmol) was added to a stirred suspension of 60% NaH (7.25 g, 181 mmol) in THF (150 mL). Then, methyl 3-bromobenzoate (30 g, 140 mmol) was added and the mixture was heated at 75° C. for 4 h. After cooling to room temperature, water followed by 1N HCl (200 mL) was added and the mixture was extracted with ethyl acetate (500 mL), washed with sat .NaHCO3 solution (200 mL), dried (Na2SO4), filtered and concentrated to afford 3-(3-bromophenyl)-3-oxopropanenitrile (29 g, 129 m... Starting materials: Cl.O=C1C2(C=3C(=NC=CC3)N1)CC1=CC=C(C=C1C2)NC2=CC(=NC=N2)C(=O)O (6-(2′-oxo-1,1′,2′,3-tetrahydrospiro[indene-2,3′-pyrrolo[2,3-b]pyridin]-5-ylamino)pyrimidine-4-carboxylic acid hydrochloride), Cl.CC1=CC=C2CCNC2=C1 (6-methyl-2,3-dihydro-1H-indole-hydrochloride), CCN(C(C)C)C(C)C (DIPEA), CN(C)C(=[N+](C)C)ON1C2=C(C=CC=C2)N=N1.[B-](F)(F)(F)F (TBTU). Run in CN(C)C=O (DMF). Product: CC1=CC=C2CCN(C2=C1)C(=O)C1=CC(=NC=N1)NC=1C=C2CC3(C(NC4=NC=CC=C43)=O)CC2=CC1 (5-(6-(6-methylindoline-1-carbonyl)pyrimidin-4-ylamino)-1,3-dihydrospiro[indene-2,3′-pyrrolo[2,3-b]pyridin]-2′(1′H)-one). RXN SMILES: Cl.[O:2]=[C:3]1[NH:11][C:6]2=[N:7][CH:8]=[CH:9][CH:10]=[C:5]2[C:4]21[CH2:19][C:18]1[C:13](=[CH:14][CH:15]=[C:16]([NH:20][C:21]3[N:26]=[CH:25][N:24]=[C:23]([C:27](O)=[O:28])[CH:22]=3)[CH:17]=1)[CH2:12]2.Cl.[CH3:31][C:32]1[CH:40]=[C:39]2[C:35]([CH2:36][CH2:37][NH:38]2)=[CH:34][CH:33]=1.CCN(C(C)C)C(C)C.CN(C(ON1N=NC2C=CC=CC1=2)=[N+](C)C)C.[B-](F)(F)(F)F>CN(C=O)C>[CH3:31][C:32]1[CH:40]=[C:39]2[C:35]([CH2:36][CH2:37][N:38]2[C:27]([C:23]2[N:24]=[CH:25][N:26]=[C:21]([NH:20][C:16]3[CH:17]=[C:18]4[C:13](=[CH:14][CH:15]=3)[CH2:12][C:4]3([C:5]5[C:6](=[N:7][CH:8]=[CH:9][CH:10]=5)[NH:11][C:3]3=[O:2])[CH2:19]4)[CH:22]=2)=[O:28])=[CH:34][CH:33]=1 |f:0.1,2.3,5.6|. Reported procedure: 150 mg (0.37 mmol) 6-(2′-oxo-1,1′,2′,3-tetrahydrospiro[indene-2,3′-pyrrolo[2,3-b]pyridin]-5-ylamino)pyrimidine-4-carboxylic acid hydrochloride, 62 mg (0.4 mmol) 6-methyl-2,3-dihydro-1H-indole-hydrochloride, 0.15 mL (0.87 mmol) DIPEA and 130 mg (0.41 mmol) TBTU in 1.8 mL DMF were stirred overnight at RT. The purification was carried out by preparative HPLC-MS. The product-containing fractions were combined and the organic solvent was evaporated down. The precipitate formed was suction filtered an... Starting materials: C(C1=CC=CC=C1)OC(=O)N1C(O[C@H]([C@@H]1CC(C)C)C=C(C(=O)OCC)CCOC1OCCCC1)(C)C (ethyl 3-[(4S,5S)-3-benzyloxycarbonyl-2,2-dimethyl-4-isobutyloxazolidin-5-yl]-2-[2-(2-tetrahydropyranyloxy)ethyl]-2-propenoate). Reagents/catalysts: [C].[Pd] (palladium carbon). Run in C(C)O (ethanol). Yields the product N[C@H]([C@H](C=C(C(=O)OCC)CCOC1OCCCC1)O)CC(C)C (ethyl (4S,5S)-5-amino-4-hydroxy-2-[2-(2-tetrahydropyranyloxy)ethyl]-7-methyl-2-octenoate). Yield: 105.5%. Reaction SMILES: C(OC([N:11]1[C@@H:15]([CH2:16][CH:17]([CH3:19])[CH3:18])[C@H:14]([CH:20]=[C:21]([CH2:27][CH2:28][O:29][CH:30]2[CH2:35][CH2:34][CH2:33][CH2:32][O:31]2)[C:22]([O:24][CH2:25][CH3:26])=[O:23])[O:13]C1(C)C)=O)C1C=CC=CC=1>C(O)C.[C].[Pd]>[NH2:11][C@@H:15]([CH2:16][CH:17]([CH3:18])[CH3:19])[C@@H:14]([OH:13])[CH:20]=[C:21]([CH2:27][CH2:28][O:29][CH:30]1[CH2:35][CH2:34][CH2:33][CH2:32][O:31]1)[C:22]([O:24][CH2:25][CH3:26])=[O:23] |f:2.3|. Reported procedure: 110 mg of ethyl 3-[(4S,5S)-3-benzyloxycarbonyl-2,2-dimethyl-4-isobutyloxazolidin-5-yl]-2-[2-(2-tetrahydropyranyloxy)ethyl]-2-propenoate was dissolved in 1.0 ml of ethanol, and hydrogenated by using 12 mg of 10% palladium carbon as catalyst at room temperature under atmospheric pressure. The catalyst was filtered off, and the solvent was distilled off under reduced pressure to obtain 77 mg of ethyl (4S,5S)-5-amino-4-hydroxy-2-[2-(2-tetrahydropyranyloxy)ethyl]-7-methyl-2-octenoate as a colorless o... Starting materials: COc1c(C)c2c(c(OCC[Si](C)(C)C)c1CC=C(C)CBr)C(=O)OC2, C1CCOC1, COC(=O)CP(=O)(OCC(F)(F)F)OCC(F)(F)F, CCOC(C)=O, [Cl-], [NH4+]. The product is COC(=O)C(CC(C)=CCc1c(OC)c(C)c2c(c1OCC[Si](C)(C)C)C(=O)OC2)P(=O)(OCC(F)(F)F)OCC(F)(F)F. RXN SMILES: [Br:20][CH2:21][C:22](=[CH:23][CH2:24][c:25]1[c:26]([O:43][CH3:44])[c:27]([CH3:42])[c:28]2[c:32]([c:33]1[O:34][CH2:35][CH2:36][Si:37]([CH3:38])([CH3:39])[CH3:40])[C:31](=[O:41])[O:30][CH2:29]2)[CH3:45].[CH2:54]1[O:55][CH2:56][CH2:57][CH2:58]1.[CH3:1][O:2][C:3]([CH2:4][P:5](=[O:6])([O:7][CH2:8][C:9]([F:10])([F:11])[F:12])[O:13][CH2:14][C:15]([F:16])([F:17])[F:18])=[O:19].[CH3:48][CH2:49][O:50][C:51]([CH3:52])=[O:53].[Cl-:46].[NH4+:47]>>[CH3:1][O:2][C:3]([CH:4]([P:5](=[O:6])([O:7][CH2:8][C:9]([F:10])([F:11])[F:12])[O:13][CH2:14][C:15]([F:16])([F:17])[F:18])[CH2:21][C:22](=[CH:23][CH2:24][c:25]1[c:26]([O:43][CH3:44])[c:27]([CH3:42])[c:28]2[c:32]([c:33]1[O:34][CH2:35][CH2:36][Si:37]([CH3:38])([CH3:39])[CH3:40])[C:31](=[O:41])[O:30][CH2:29]2)[CH3:45])=[O:19]. The reactants are CC1=NOC(=C1C=1C=C(C2=C(NC(=N2)OCC)C1)C(=O)C1=NC=CC=C1)C ((6-(3,5-dimethylisoxazol-4-yl)-2-ethoxy-1H-benzo[d]imidazol-4-yl)(pyridin-2-yl)methanone), C1(CCCC1)[Mg]Cl (Cyclopentylmagnesium chloride). Run in C1CCOC1 (THF). Run at temperature 0 celsius, time 10 minute. The product is C1(CCCC1)C(C1=CC(=CC=2NC(NC21)=O)C=2C(=NOC2C)C)(C2=NC=CC=C2)O (4-(cyclopentyl(hydroxy)(pyridin-2-yl)methyl)-6-(3,5-dimethylisoxazol-4-yl)-1H-benzo[d]imidazol-2(3H)-one). RXN SMILES: [CH3:1][C:2]1[C:6]([C:7]2[CH:8]=[C:9]([C:19]([C:21]3[CH:26]=[CH:25][CH:24]=[CH:23][N:22]=3)=[O:20])[C:10]3[N:14]=[C:13]([O:15]CC)[NH:12][C:11]=3[CH:18]=2)=[C:5]([CH3:27])[O:4][N:3]=1.[CH:28]1([Mg]Cl)[CH2:32][CH2:31][CH2:30][CH2:29]1>C1COCC1>[CH:28]1([C:19]([OH:20])([C:21]2[CH:26]=[CH:25][CH:24]=[CH:23][N:22]=2)[C:9]2[C:10]3[NH:14][C:13](=[O:15])[NH:12][C:11]=3[CH:18]=[C:7]([C:6]3[C:2]([CH3:1])=[N:3][O:4][C:5]=3[CH3:27])[CH:8]=2)[CH2:32][CH2:31][CH2:30][CH2:29]1. Procedure details: (6-(3,5-dimethylisoxazol-4-yl)-2-ethoxy-1H-benzo[d]imidazol-4-yl)(pyridin-2-yl)methanone (50 mg, 0.14 mmol) was dissolved in dry THF (1.4 mL) under argon and cooled to 0° C. Cyclopentylmagnesium chloride (2.0 M, 0.14 mL, 0.28 mmol) was added dropwise and reaction was allowed to stir for 10 minutes then quenched with water. Reaction mixture was extracted three times with EtOAc and combined organic layers were washed once with water and concentrated. Residue was taken up in EtOH (1.5 mL) and 4.0M ...